The task is: describe an organic reaction: reactants, conditions, products, and yield. This data is from the Open Reaction Database (ORD), a public repository of structured organic reaction records. Starting materials: Cc1ccccc1Br, CCOC(C)=O, CN1CCCC1=O, [K+], [K+], O=C1CN2C(=O)CCC2N1, O=C([O-])[O-]. Yields the product Cc1ccccc1N1C(=O)CN2C(=O)CCC21. RXN SMILES: [Br:17][c:18]1[c:19]([CH3:24])[cH:20][cH:21][cH:22][cH:23]1.[CH3:25][CH2:26][O:27][C:28](=[O:29])[CH3:30].[CH3:31][N:32]1[CH2:33][CH2:34][CH2:35][C:36]1=[O:37].[K+:11].[K+:12].[NH:1]1[CH:2]2[N:3]([CH2:4][C:5]1=[O:6])[C:7](=[O:10])[CH2:8][CH2:9]2.[O-:13][C:14]([O-:15])=[O:16]>>[N:1]1([c:18]2[c:19]([CH3:24])[cH:20][cH:21][cH:22][cH:23]2)[CH:2]2[N:3]([CH2:4][C:5]1=[O:6])[C:7](=[O:10])[CH2:8][CH2:9]2. The reactants are BrC=1C(=C(C(=CC1)F)C=1C(=NC2=NC=CC=C2C1OC(C(C)C)=O)O)Cl (Isobutyric acid 3-(3-bromo-2-chloro-6-fluoro-phenyl)-2-hydroxy-[1,8]naphthyridin-4-yl ester), C(C)(C)N(C(C)C)CC (N,N-diisopropylethylamine), FC(COS(=O)(=O)C(F)(F)F)F (2,2-difluoroethyltrifluoromethanesulfonate), C(C)(C)N(C(C)C)CC (N,N-diisopropylethylamine), FC(COS(=O)(=O)C(F)(F)F)F (2,2-difluoroethyltrifluoromethanesulfonate), solid, FC(COS(=O)(=O)C(F)(F)F)F (2,2-difluoroethyltrifluoromethanesulfonate). Solvent: C(C)#N (acetonitrile). Conditions: time 8 hour. Product: BrC=1C(=C(C(=CC1)F)C=1C(N(C2=NC=CC=C2C1OC(C(C)C)=O)CC(F)F)=O)Cl (isobutyric acid 3-(3-bromo-2-chloro-6-fluoro-phenyl)-1-(2,2-difluoro-ethyl)-2-oxo-1,2-dihydro-[1,8]naphthyridin-4-yl ester). RXN SMILES: [Br:1][C:2]1[C:3]([Cl:26])=[C:4]([C:9]2[C:10]([OH:25])=[N:11][C:12]3[C:17]([C:18]=2[O:19][C:20](=[O:24])[CH:21]([CH3:23])[CH3:22])=[CH:16][CH:15]=[CH:14][N:13]=3)[C:5]([F:8])=[CH:6][CH:7]=1.C(N(CC)C(C)C)(C)C.[F:36][CH:37]([F:47])[CH2:38]OS(C(F)(F)F)(=O)=O>C(#N)C>[Br:1][C:2]1[C:3]([Cl:26])=[C:4]([C:9]2[C:10](=[O:25])[N:11]([CH2:38][CH:37]([F:47])[F:36])[C:12]3[C:17]([C:18]=2[O:19][C:20](=[O:24])[CH:21]([CH3:23])[CH3:22])=[CH:16][CH:15]=[CH:14][N:13]=3)[C:5]([F:8])=[CH:6][CH:7]=1. Procedure: To a solution of Isobutyric acid 3-(3-bromo-2-chloro-6-fluoro-phenyl)-2-hydroxy-[1,8]naphthyridin-4-yl ester (1.749 g) in acetonitrile (17 ml) was added N,N-diisopropylethylamine (“Hunig's base”) (0.83 ml) at ambient temperature. The mixture was stirred for 5 minutes at ambient temperature before drop wise addition of a solution of 2,2-difluoroethyltrifluoromethanesulfonate (1.022 g) at ambient temperature. The reaction mixture was stirred at ambient temperature for 7 hours when further 2,2-difl... The reactants are ClC1=C(CC2=CC=C(CN(C(C)=O)C3CC3)C=C2)C=C(C=C1)[C@@H]1O[C@@H]([C@H]([C@@H]([C@H]1OCC1=CC=CC=C1)OCC1=CC=CC=C1)OCC1=CC=CC=C1)COCC1=CC=CC=C1 (N-(4-(2-chloro-5-((2S,3S,4R,5R,6R)-3,4,5-tris(benzyloxy)-6-(benzyloxymethyl)tetrahydro-2H-pyran-2-yl)benzyl)benzyl)-N-cyclopropylacetamide), CO (CH3OH), ClC1=C(C=CC=C1)Cl (1,2-dichlorbenzene). Reagents/catalysts: [Pd] (Pd/C). Run in C1CCOC1 (THF). Yields the product ClC1=C(CC2=CC=C(CN(C(C)=O)C3CC3)C=C2)C=C(C=C1)[C@@H]1O[C@@H]([C@H]([C@@H]([C@H]1O)O)O)CO (N-(4-(2-chloro-5-((2S,3R,4R,5S,6R)-3,4,5-trihydroxy-6-(hydroxymethyl)tetrahydro-2H-pyran-2-yl)benzyl)benzyl)-N-cyclopropylacetamide). Reaction SMILES: [Cl:1][C:2]1[CH:22]=[CH:21][C:20]([C@H:23]2[C@H:28]([O:29]CC3C=CC=CC=3)[C@@H:27]([O:37]CC3C=CC=CC=3)[C@H:26]([O:45]CC3C=CC=CC=3)[C@@H:25]([CH2:53][O:54]CC3C=CC=CC=3)[O:24]2)=[CH:19][C:3]=1[CH2:4][C:5]1[CH:18]=[CH:17][C:8]([CH2:9][N:10]([CH:14]2[CH2:16][CH2:15]2)[C:11](=[O:13])[CH3:12])=[CH:7][CH:6]=1.CO.ClC1C=CC=CC=1Cl>C1COCC1.[Pd]>[Cl:1][C:2]1[CH:22]=[CH:21][C:20]([C@H:23]2[C@H:28]([OH:29])[C@@H:27]([OH:37])[C@H:26]([OH:45])[C@@H:25]([CH2:53][OH:54])[O:24]2)=[CH:19][C:3]=1[CH2:4][C:5]1[CH:6]=[CH:7][C:8]([CH2:9][N:10]([CH:14]2[CH2:15][CH2:16]2)[C:11](=[O:13])[CH3:12])=[CH:17][CH:18]=1. Procedure: To a solution of N-(4-(2-chloro-5-((2S,3S,4R,5R,6R)-3,4,5-tris(benzyloxy)-6-(benzyloxymethyl)tetrahydro-2H-pyran-2-yl)benzyl)benzyl)-N-cyclopropylacetamide (intermediate AR) (20 mg) in THF:CH3OH (v/v=1:1) (4 mL) at room temperature was added Pd/C and 1,2-dichlorbenzene (0.05 mL). The mixture was stirred under H2. After LC-MS showed the starting material was consumed, Pd/C was removed by filtration, and the solvent was removed under reduced pressure. The crude product was purified by preparative ... Reactants: C1=NC=CC=2C(=CC=CC12)S (5-isoquinolinethiol), C([O-])([O-])=O.[K+].[K+] (potassium carbonate), ClC=1C=CC(=C(C#N)C1)[N+](=O)[O-] (5-chloro-2-nitrobenzonitrile). Run in CN(C)C=O (DMF). Conditions: time 2 hour. The product is C1=NC=CC2=C(C=CC=C12)SC=1C=CC(=C(C#N)C1)[N+](=O)[O-] (5-(5-isoquinolylsulfanyl)-2-nitrobenzonitrile). Isolated yield 98.1%. As a reaction SMILES: [CH:1]1[C:10]2[CH:9]=[CH:8][CH:7]=[C:6]([SH:11])[C:5]=2[CH:4]=[CH:3][N:2]=1.C(=O)([O-])[O-].[K+].[K+].Cl[C:19]1[CH:20]=[CH:21][C:22]([N+:27]([O-:29])=[O:28])=[C:23]([CH:26]=1)[C:24]#[N:25]>CN(C=O)C>[CH:1]1[C:10]2[C:5](=[C:6]([S:11][C:19]3[CH:20]=[CH:21][C:22]([N+:27]([O-:29])=[O:28])=[C:23]([CH:26]=3)[C:24]#[N:25])[CH:7]=[CH:8][CH:9]=2)[CH:4]=[CH:3][N:2]=1 |f:1.2.3|. Procedure: According to the method in Example 10, a mixture of 5-isoquinolinethiol 1.20 g (7.4 mmol), DMF 40 ml, potassium carbonate 2.00 g (14.5 mmol) and 5-chloro-2-nitrobenzonitrile 1.30 g (7.1 mmol) was stirred at room temperature for 2 hours, and 5-(5-isoquinolylsulfanyl)-2-nitrobenzonitrile 2.14 g (97.8%) was obtained. Reactants: Brc1nccs1, O=C([O-])[O-], C1CCOC1, C#CC(C)(C)C, COCCOC, CCOC(C)=O, CCCCCC, [Cu]I, [K+], [K+], CC(=O)[O-], CC(=O)[O-], O, [Pd+2], c1ccc(P(c2ccccc2)c2ccccc2)cc1. Product: CC(C)(C)C#Cc1nccs1. Reaction SMILES: [Br:20][c:21]1[s:22][cH:23][cH:24][n:25]1.[C:26](=[O:27])([O-:28])[O-:29].[CH2:39]1[O:40][CH2:41][CH2:42][CH2:43]1.[CH3:33][C:34]([C:35]#[CH:36])([CH3:37])[CH3:38].[CH3:44][O:45][CH2:46][CH2:47][O:48][CH3:49].[CH3:61][CH2:62][O:63][C:64](=[O:65])[CH3:66].[CH3:67][CH2:68][CH2:69][CH2:70][CH2:71][CH3:72].[Cu:59][I:60].[K+:30].[K+:31].[O-:51][C:52]([CH3:53])=[O:54].[O-:55][C:56]([CH3:57])=[O:58].[OH2:32].[Pd+2:50].[c:1]1([P:2]([c:3]2[cH:4][cH:5][cH:6][cH:7][cH:8]2)[c:9]2[cH:10][cH:11][cH:12][cH:13][cH:14]2)[cH:15][cH:16][cH:17][cH:18][cH:19]1>>[c:21]1([C:36]#[C:35][C:34]([CH3:33])([CH3:37])[CH3:38])[s:22][cH:23][cH:24][n:25]1.